From a dataset of the Open Reaction Database (ORD), a public repository of structured organic reaction records. describe an organic reaction: reactants, conditions, products, and yield Reactants: [H-].[Na+] (sodium hydride), C(C)(C)(C)OC(=O)N1CCN(CC1)CCO (1-tert-butoxycarbonyl-4-(2-hydroxyethyl)piperazine), C(C#C)Br (propargyl bromide), resultant mixture. The solvent is O1CCCC1 (tetrahydrofuran), O1CCCC1 (tetrahydrofuran). Product: C(C)(C)(C)OC(=O)N1CCN(CC1)CCCC#C (1-tert-butoxycarbonyl-4-(2-(2-propynyl)ethyl)piperazine). The yield is 108.5%. As a reaction SMILES: [H-].[Na+].[C:3]([O:7][C:8]([N:10]1[CH2:15][CH2:14][N:13]([CH2:16][CH2:17]O)[CH2:12][CH2:11]1)=[O:9])([CH3:6])([CH3:5])[CH3:4].[CH2:19](Br)[C:20]#[CH:21]>O1CCCC1>[C:3]([O:7][C:8]([N:10]1[CH2:15][CH2:14][N:13]([CH2:16][CH2:17][CH2:21][C:20]#[CH:19])[CH2:12][CH2:11]1)=[O:9])([CH3:6])([CH3:5])[CH3:4] |f:0.1|. Procedure: To a refluxing solution of 1.67 g of sodium hydride in 20 mL of tetrahydrofuran was added dropwise a solution of 9.00 g of 1-tert-butoxycarbonyl-4-(2-hydroxyethyl)piperazine in 15 mL of tetrahydrofuran and then 5.63 g of propargyl bromide was added dropwise to the resultant mixture. After completion of the reaction, the mixture was concentrated, poured into ice-water, and the mixture was extracted with ethyl acetate. The organic layer was dried over anhydrous magnesium sulfate and evaporated to ...